From a dataset of the Open Reaction Database (ORD), a public repository of structured organic reaction records. describe an organic reaction: reactants, conditions, products, and yield The reactants are C(C)OC(C(CC(C)C)C=1C=C(C=C(C1)OS(=O)(=O)C(F)(F)F)C1=CC=C(C=C1)C(F)(F)F)=O (4-Methyl-2-(5-trifluoromethanesulfonyloxy-4′-trifluoromethyl-biphenyl-3-yl)-pentanoic acid ethyl ester), FC=1C=C(C=C(C1F)F)B(O)O (3,4,5-trifluoro-phenylboronic acid). Product: CC(CC(C(=O)O)C=1C=C(C=C(C1)C1=CC(=C(C(=C1)F)F)F)C1=CC=C(C=C1)C(F)(F)F)C (4-Methyl-2-(3,4,5-trifluoro-4″-trifluoromethyl-[1,1′;3′,1″]terphenyl-5′-yl)-pentanoic acid). Reaction SMILES: C([O:3][C:4](=[O:34])[CH:5]([C:10]1[CH:11]=[C:12]([C:24]2[CH:29]=[CH:28][C:27]([C:30]([F:33])([F:32])[F:31])=[CH:26][CH:25]=2)[CH:13]=[C:14](OS(C(F)(F)F)(=O)=O)[CH:15]=1)[CH2:6][CH:7]([CH3:9])[CH3:8])C.[F:35][C:36]1[CH:37]=[C:38](B(O)O)[CH:39]=[C:40]([F:43])[C:41]=1[F:42]>>[CH3:9][CH:7]([CH3:8])[CH2:6][CH:5]([C:10]1[CH:11]=[C:12]([C:24]2[CH:25]=[CH:26][C:27]([C:30]([F:32])([F:31])[F:33])=[CH:28][CH:29]=2)[CH:13]=[C:14]([C:38]2[CH:37]=[C:36]([F:35])[C:41]([F:42])=[C:40]([F:43])[CH:39]=2)[CH:15]=1)[C:4]([OH:3])=[O:34]. Procedure: The title compound was prepared from a Suzuki coupling of 4-Methyl-2-(5-trifluoromethanesulfonyloxy-4′-trifluoromethyl-biphenyl-3-yl)-pentanoic acid ethyl ester (intermediate Example 1g) with 3,4,5-trifluoro-phenylboronic acid under the conditions described in Example 1; 1H NMR (400 MHz, CHLOROFORM-D) δ ppm 0.92 (d, J=6.60 Hz, 6H), 1.50-1.58 (m, 1H), 1.70-1.78 (m, 1H), 2.01-2.15 (m, 1H), 3.75-3.81 (m, 1H), 7.18-7.25 (m, 2H), 7.46 (s, 1H), 7.52-7.58 (m, 2H), 7.63-7.73 (m, 4H); Calcd for C25H20F6O... The reactants are CC(=O)Nc1ccc(Oc2ccnc3[nH]cc(Br)c23)c(F)c1, O=C([O-])O, [Li]CCCC, C1CCOC1, [Na+], Cc1ccc(S(=O)(=O)Cl)cc1. The product is CC(=O)Nc1ccc(Oc2ccnc3c2c(Br)cn3S(=O)(=O)c2ccc(C)cc2)c(F)c1. RXN SMILES: [Br:1][c:2]1[cH:3][nH:4][c:5]2[n:6][cH:7][cH:8][c:9]([O:11][c:12]3[c:13]([F:22])[cH:14][c:15]([NH:18][C:19]([CH3:20])=[O:21])[cH:16][cH:17]3)[c:10]12.[C:39](=[O:40])([OH:41])[O-:42].[CH2:23]([Li:24])[CH2:25][CH2:26][CH3:27].[CH2:44]1[O:45][CH2:46][CH2:47][CH2:48]1.[Na+:43].[c:28]1([CH3:38])[cH:29][cH:30][c:31]([S:34](=[O:35])(=[O:36])[Cl:37])[cH:32][cH:33]1>>[Br:1][c:2]1[cH:3][n:4]([S:34]([c:31]2[cH:30][cH:29][c:28]([CH3:38])[cH:33][cH:32]2)(=[O:35])=[O:36])[c:5]2[n:6][cH:7][cH:8][c:9]([O:11][c:12]3[c:13]([F:22])[cH:14][c:15]([NH:18][C:19]([CH3:20])=[O:21])[cH:16][cH:17]3)[c:10]12. Reactants: N[C@@H](CCCCCC(CC)=O)C=1OC(=NN1)C=1C(=NC2=CC=CC=C2C1)OC ((S)-9-amino-9-(5-(2-methoxyquinolin-3-yl)-1,3,4-oxadiazol-2-yl)nonan-3-one), CCN(C(C)C)C(C)C (DIPEA), COC=1C=C2C(=C(NC2=CC1)C)CC(=O)O ((5-methoxy-2-methyl-1H-indol-3-yl)acetic acid), C=1C=CC2=C(C1)N=NN2O (HOBT), CCN=C=NCCCN(C)C.Cl (EDC.HCl). The solvent is CC#N (MeCN), O (water), CN(C)C=O (DMF). Reaction conditions: time 2 hour. The product is COC=1C=C2C(=C(NC2=CC1)C)CC(=O)N[C@@H](CCCCCC(CC)=O)C=1OC(=NN1)C=1C(=NC2=CC=CC=C2C1)OC ((S)-2-(5-methoxy-2-methyl-1H-indol-3-yl)-N-(1-(5-(2-methoxyquinolin-3-yl)-1,3,4-oxadiazol-2-yl)-7-oxononyl)acetamide). As a reaction SMILES: [NH2:1][C@H:2]([C:12]1[O:13][C:14]([C:17]2[C:18]([O:27][CH3:28])=[N:19][C:20]3[C:25]([CH:26]=2)=[CH:24][CH:23]=[CH:22][CH:21]=3)=[N:15][N:16]=1)[CH2:3][CH2:4][CH2:5][CH2:6][CH2:7][C:8](=[O:11])[CH2:9][CH3:10].[CH3:29][O:30][C:31]1[CH:32]=[C:33]2[C:37](=[CH:38][CH:39]=1)[NH:36][C:35]([CH3:40])=[C:34]2[CH2:41][C:42](O)=[O:43].C1C=CC2N(O)N=NC=2C=1.CCN=C=NCCCN(C)C.Cl.CCN(C(C)C)C(C)C>CN(C=O)C.O.CC#N>[CH3:29][O:30][C:31]1[CH:32]=[C:33]2[C:37](=[CH:38][CH:39]=1)[NH:36][C:35]([CH3:40])=[C:34]2[CH2:41][C:42]([NH:1][C@H:2]([C:12]1[O:13][C:14]([C:17]2[C:18]([O:27][CH3:28])=[N:19][C:20]3[C:25]([CH:26]=2)=[CH:24][CH:23]=[CH:22][CH:21]=3)=[N:15][N:16]=1)[CH2:3][CH2:4][CH2:5][CH2:6][CH2:7][C:8](=[O:11])[CH2:9][CH3:10])=[O:43] |f:3.4|. Reported procedure: (S)-9-amino-9-(5-(2-methoxyquinolin-3-yl)-1,3,4-oxadiazol-2-yl)nonan-3-one (0.05 mmol, 1 eq), prepared as described above, was treated with a solution of (5-methoxy-2-methyl-1H-indol-3-yl)acetic acid (1.3 eq), HOBT (1.3 eq) and EDC.HCl (1.3 eq) in DMF (premixed for 3 min), followed by DIPEA (1.3 eq). The mixture was stirred at room temperature for 2 h and the product was isolated by preparative RP-HPLC, using water (+0.01% TFA) and MeCN (+0.01% TFA) as eluents (column C18). The pooled product fr... Reactants: Cl (hydrochloric acid), CC=1C=CC(=CC1)S(=O)(=O)O (p-TSA), C1(=CC=CC=C1)C1(C2CCC(C1)C2)C2=C(C(=O)NN)C=CC(=C2)OCC2=NC1=CC=CC=C1C=C2 ((−)-2-(2-phenylbicyclo[2.2.1]hept-2-yl)-4-(quinolin-2-ylmethoxy)benzohydrazide), Cl (HCl), C([O-])(O)=O.[Na+] (sodium bicarbonate). Solvent: C(C)OC(OCC)OCC (triethylorthoformate). Run at time 30 minute. Yields the product O1C(=NN=C1)C1=C(C=C(OCC2=NC3=CC=CC=C3C=C2)C=C1)C1(C2CCC(C1)C2)C2=CC=CC=C2 (2-{[4-(1,3,4-oxadiazol-2-yl)-3-(2-phenylbicyclo[2.2.1]hept-2-yl)phenoxy]methyl}quinoline). RXN SMILES: [CH3:1]C1C=CC(S(O)(=O)=O)=CC=1.[C:12]1([C:18]2([C:25]3[CH:34]=[C:33]([O:35][CH2:36][C:37]4[CH:46]=[CH:45][C:44]5[C:39](=[CH:40][CH:41]=[CH:42][CH:43]=5)[N:38]=4)[CH:32]=[CH:31][C:26]=3[C:27]([NH:29][NH2:30])=[O:28])[CH2:23][CH:22]3[CH2:24][CH:19]2[CH2:20][CH2:21]3)[CH:17]=[CH:16][CH:15]=[CH:14][CH:13]=1.Cl.C(=O)(O)[O-].[Na+]>C(OC(OCC)OCC)C>[O:28]1[CH:1]=[N:30][N:29]=[C:27]1[C:26]1[CH:31]=[CH:32][C:33]([O:35][CH2:36][C:37]2[CH:46]=[CH:45][C:44]3[C:39](=[CH:40][CH:41]=[CH:42][CH:43]=3)[N:38]=2)=[CH:34][C:25]=1[C:18]1([C:12]2[CH:13]=[CH:14][CH:15]=[CH:16][CH:17]=2)[CH2:23][CH:22]2[CH2:24][CH:19]1[CH2:20][CH2:21]2 |f:3.4|. Reported procedure: A catalytic amount of p-TSA (˜3 mg) was added to a stirred suspension of 4d HCl salt (54.6 mg, 0.10 mmol) in triethylorthoformate (600 μL) at room temperature. After 30 min, 1N hydrochloric acid (600 μL) was added, and the resulting solution was aged for an additional 45 min. The reaction mixture was poured into saturated aqueous sodium bicarbonate and extracted three times with EtOAc. The combined organic extracts were washed with brine, dried (Na2SO4) and concentrated in vacuo. The crude resid... Starting materials: Clc1ccc2c(c1)CCc1ccccc1C2=CBr, OB(O)c1ccccc1C(F)(F)F. The product is FC(F)(F)c1ccccc1C=C1c2ccccc2CCc2cc(Cl)ccc21. As a reaction SMILES: [Br:14][CH:15]=[C:16]1[c:17]2[c:18]([cH:28][cH:29][cH:30][cH:31]2)[CH2:19][CH2:20][c:21]2[c:22]1[cH:23][cH:24][c:25]([Cl:27])[cH:26]2.[F:1][C:2]([c:3]1[c:4]([B:9]([OH:10])[OH:11])[cH:5][cH:6][cH:7][cH:8]1)([F:12])[F:13]>>[F:1][C:2]([c:3]1[c:4]([CH:15]=[C:16]2[c:17]3[c:18]([cH:28][cH:29][cH:30][cH:31]3)[CH2:19][CH2:20][c:21]3[c:22]2[cH:23][cH:24][c:25]([Cl:27])[cH:26]3)[cH:5][cH:6][cH:7][cH:8]1)([F:12])[F:13]. Starting materials: O=C([O-])O, CC(=O)C1=CCC2C3CCC4CC(OC(=O)CCl)CCC4(C)C3C(OC(=O)CCl)CC12C, [Na+], C1COCCO1, O. Product: CC(=O)C1=CCC2C3CCC4CC(O)CCC4(C)C3C(OC(=O)CCl)CC12C. As a reaction SMILES: [C:34](=[O:35])([OH:36])[O-:37].[Cl:1][CH2:2][C:3](=[O:4])[O:5][CH:6]1[CH2:7][CH:8]2[CH2:9][CH2:10][CH:11]3[CH:12]4[CH2:13][CH:14]=[C:15]([C:16]([CH3:17])=[O:18])[C:19]4([CH3:32])[CH2:20][CH:21]([O:27][C:28]([CH2:29][Cl:30])=[O:31])[CH:22]3[C:23]2([CH3:26])[CH2:24][CH2:25]1.[Na+:38].[O:39]1[CH2:40][CH2:41][O:42][CH2:43][CH2:44]1.[OH2:33]>>[OH:5][CH:6]1[CH2:7][CH:8]2[CH2:9][CH2:10][CH:11]3[CH:12]4[CH2:13][CH:14]=[C:15]([C:16]([CH3:17])=[O:18])[C:19]4([CH3:32])[CH2:20][CH:21]([O:27][C:28]([CH2:29][Cl:30])=[O:31])[CH:22]3[C:23]2([CH3:26])[CH2:24][CH2:25]1. Reactants: Brc1ccc2[nH]c3c(c2c1)CCCC3, CI, CN(C)C=O. The product is Cn1c2c(c3cc(Br)ccc31)CCCC2. Reaction SMILES: [Br:1][c:2]1[cH:3][c:4]2[c:5]3[c:10]([nH:11][c:12]2[cH:13][cH:14]1)[CH2:9][CH2:8][CH2:7][CH2:6]3.[CH3:15][I:16].[O:17]=[CH:18][N:19]([CH3:20])[CH3:21]>>[Br:1][c:2]1[cH:3][c:4]2[c:5]3[c:10]([n:11]([CH3:15])[c:12]2[cH:13][cH:14]1)[CH2:9][CH2:8][CH2:7][CH2:6]3.